From a dataset of the Open Reaction Database (ORD), a public repository of structured organic reaction records. describe an organic reaction: reactants, conditions, products, and yield Reactants: CCCN, CCOCC, Fc1cc(F)nc(F)n1. Yields the product CCCNc1nc(F)cc(F)n1. RXN SMILES: [CH2:1]([CH2:2][CH3:3])[NH2:4].[CH3:14][CH2:15][O:16][CH2:17][CH3:18].[F:5][c:6]1[n:7][c:8]([F:13])[cH:9][c:10]([F:12])[n:11]1>>[CH2:1]([CH2:2][CH3:3])[NH:4][c:6]1[n:7][c:8]([F:13])[cH:9][c:10]([F:12])[n:11]1. The reactants are FC1=C(CC(C#N)C#N)C(=CC(=C1)F)F ((2,4,6-trifluorobenzyl)malononitrile), compound ( 17 ), [H-].[Na+] (sodium hydride), BrCCC(F)(F)F (1-bromo-3,3,3-trifluoropropane). Run in CN(C=O)C (N,N-dimethylformamide). Product: FC1=C(CC(C#N)(C#N)CCC(F)(F)F)C(=CC(=C1)F)F (2-(2,4,6-trifluorobenzyl)-2-(3,3,3-trifluoropropyl)malononitrile). Yield: 9.6%. As a reaction SMILES: [F:1][C:2]1[CH:13]=[C:12]([F:14])[CH:11]=[C:10]([F:15])[C:3]=1[CH2:4][CH:5]([C:8]#[N:9])[C:6]#[N:7].[H-].[Na+].Br[CH2:19][CH2:20][C:21]([F:24])([F:23])[F:22]>CN(C)C=O>[F:1][C:2]1[CH:13]=[C:12]([F:14])[CH:11]=[C:10]([F:15])[C:3]=1[CH2:4][C:5]([CH2:19][CH2:20][C:21]([F:24])([F:23])[F:22])([C:8]#[N:9])[C:6]#[N:7] |f:1.2|. Procedure: Using 0.50 g of (2,4,6-trifluorobenzyl)malononitrile, 10 ml of N,N-dimethylformamide, 0.11 g of sodium hydride (60% in oil), and 0.46 g of 1-bromo-3,3,3-trifluoropropane, and according to the process described in the Production Example 1, there was obtained 0.07 g of 2-(2,4,6-trifluorobenzyl)-2-(3,3,3-trifluoropropyl)malononitrile (the present compound (17)). Starting materials: C(CCC)C1=CC=C(C(=O)O)C=C1 (4-butyl-benzoic acid), Cl.NC(=O)NCC1=CC=C(C=C1)CNC([C@H](N)CCCNC(=N[N+](=O)[O-])N)=O ((R)-N-[[4-(aminocarbonylaminomethyl)phenyl]methyl]-N5 -[amino(nitroimino)methyl]-ornithinamide-hydrochloride), CN(C)C(=[N+](C)C)ON1C2=C(C=CC=C2)N=N1.[B-](F)(F)(F)F (TBTU). The product is NC(=O)NCC1=CC=C(C=C1)CNC([C@H](NC(C1=CC=C(C=C1)CCCC)=O)CCCNC(=N[N+](=O)[O-])N)=O ((R)-N-[[4-(Aminocarbonylaminomethyl)phenyl]methyl]-N5 -[amino(nitroimino)methyl]-N2 -(4-butylbenzoyl)-ornithinamide). The yield is 33.0%. RXN SMILES: [CH2:1]([C:5]1[CH:13]=[CH:12][C:8]([C:9]([OH:11])=O)=[CH:7][CH:6]=1)[CH2:2][CH2:3][CH3:4].Cl.[NH2:15][C:16]([NH:18][CH2:19][C:20]1[CH:25]=[CH:24][C:23]([CH2:26][NH:27][C:28](=[O:41])[C@@H:29]([CH2:31][CH2:32][CH2:33][NH:34][C:35]([NH2:40])=[N:36][N+:37]([O-:39])=[O:38])[NH2:30])=[CH:22][CH:21]=1)=[O:17].CN(C(ON1N=NC2C=CC=CC1=2)=[N+](C)C)C.[B-](F)(F)(F)F>>[NH2:15][C:16]([NH:18][CH2:19][C:20]1[CH:21]=[CH:22][C:23]([CH2:26][NH:27][C:28](=[O:41])[C@@H:29]([CH2:31][CH2:32][CH2:33][NH:34][C:35]([NH2:40])=[N:36][N+:37]([O-:39])=[O:38])[NH:30][C:9](=[O:11])[C:8]2[CH:7]=[CH:6][C:5]([CH2:1][CH2:2][CH2:3][CH3:4])=[CH:13][CH:12]=2)=[CH:24][CH:25]=1)=[O:17] |f:1.2,3.4|. Reported procedure: Prepared analogously to Example 69a) from 4-butyl-benzoic acid, (R)-N-[[4-(aminocarbonylaminomethyl)phenyl]methyl]-N5 -[amino(nitroimino)methyl]-ornithinamide-hydrochloride and TBTU in a yield of 33% of theory. Starting materials: C[Sn](C=1C=C(C(=CC1)OC)OC)(C)C (4-trimethylstannylveratrole), COC1=NC=C(C=C1)Br (2-methoxy-5-bromopyridine). The reagents and catalysts are C=1C=CC(=CC1)[P](C=2C=CC=CC2)(C=3C=CC=CC3)[Pd]([P](C=4C=CC=CC4)(C=5C=CC=CC5)C=6C=CC=CC6)([P](C=7C=CC=CC7)(C=8C=CC=CC8)C=9C=CC=CC9)[P](C=1C=CC=CC1)(C=1C=CC=CC1)C=1C=CC=CC1 (Pd (PPh3)4). The solvent is CN(C=O)C (dimethylformamide). Conditions: temperature 90 celsius. Yields the product COC=1C=C(C=CC1OC)C=1C=CC(=NC1)OC (5-(3,4-dimethoxy-phenyl)-2-methoxypyridine). RXN SMILES: C[Sn](C)(C)[C:3]1[CH:4]=[C:5]([O:11][CH3:12])[C:6]([O:9][CH3:10])=[CH:7][CH:8]=1.[CH3:15][O:16][C:17]1[CH:22]=[CH:21][C:20](Br)=[CH:19][N:18]=1>CN(C)C=O.C1C=CC([P]([Pd]([P](C2C=CC=CC=2)(C2C=CC=CC=2)C2C=CC=CC=2)([P](C2C=CC=CC=2)(C2C=CC=CC=2)C2C=CC=CC=2)[P](C2C=CC=CC=2)(C2C=CC=CC=2)C2C=CC=CC=2)(C2C=CC=CC=2)C2C=CC=CC=2)=CC=1>[CH3:12][O:11][C:5]1[CH:4]=[C:3]([C:20]2[CH:21]=[CH:22][C:17]([O:16][CH3:15])=[N:18][CH:19]=2)[CH:8]=[CH:7][C:6]=1[O:9][CH3:10] |^1:32,34,53,72|. Procedure: A solution of 2.00 g (6.64 mmol) of 4-trimethylstannylveratrole, 2.49 g (13.2 mmol) of 2-methoxy-5-bromopyridine and 370 mg (0.332 mmol) of Pd (PPh3)4 in 30 mL of dry dimethylformamide is flushed thoroughly with nitrogen and heated to 90° C. for 12 hours. The reaction mlxture is partitioned between ethyl acetate (150 mL) and water (100 mL). The aqueous layer is back extracted with ethyl acetate (100 mL) and the combined organics are washed with brine (75 mL), dried (MgSO4) and evaporated to give...